From a dataset of the Open Reaction Database (ORD), a public repository of structured organic reaction records. describe an organic reaction: reactants, conditions, products, and yield The reactants are SCCS, Cc1ccccc1, [Na+], O, O=C1CCC(c2ccc(O)cc2O)CC1, O=C([O-])O, Cc1ccc(S(=O)(=O)O)cc1. The product is Oc1ccc(C2CCC3(CC2)SCCS3)c(O)c1. RXN SMILES: [CH2:16]([CH2:17][SH:18])[SH:19].[CH3:37][c:38]1[cH:39][cH:40][cH:41][cH:42][cH:43]1.[Na+:32].[OH2:20].[OH:1][c:2]1[c:3]([CH:9]2[CH2:10][CH2:11][C:12](=[O:15])[CH2:13][CH2:14]2)[cH:4][cH:5][c:6]([OH:8])[cH:7]1.[OH:33][C:34](=[O:35])[O-:36].[c:21]1([CH3:22])[cH:23][cH:24][c:25]([S:26]([OH:27])(=[O:28])=[O:29])[cH:30][cH:31]1>>[OH:1][c:2]1[c:3]([CH:9]2[CH2:10][CH2:11][C:12]3([CH2:13][CH2:14]2)[S:18][CH2:17][CH2:16][S:19]3)[cH:4][cH:5][c:6]([OH:8])[cH:7]1.